describe an organic reaction: reactants, conditions, products, and yield From a dataset of the Open Reaction Database (ORD), a public repository of structured organic reaction records. Reactants: COC(=O)C=1C=CC=C2C(CCSC12)=O (Methylthiochroman-4-one-8-carboxylate), [BH4-].[Na+] (sodium borohydride). Run in C(C)O (ethanol). Conditions: time 1 hour. Product: COC(=O)C=1C=CC=C2C(CCSC12)O (Methylthiochroman-4-ol-8-carboxylate). Yield: 98.9%. RXN SMILES: [CH3:1][O:2][C:3]([C:5]1[CH:6]=[CH:7][CH:8]=[C:9]2[C:14]=1[S:13][CH2:12][CH2:11][C:10]2=[O:15])=[O:4].[BH4-].[Na+]>C(O)C>[CH3:1][O:2][C:3]([C:5]1[CH:6]=[CH:7][CH:8]=[C:9]2[C:14]=1[S:13][CH2:12][CH2:11][CH:10]2[OH:15])=[O:4] |f:1.2|. Procedure details: Methylthiochroman-4-one-8-carboxylate (0.500 g, 2.25mmol) was dissolved with stirring in ethanol (20 ml) and treated with sodium borohydride (0.085 g, 2.25 mmol). After 1 h, the reaction mixture was evaporated under reduced pressure and the residue partitioned between ethyl acetate and water. The aqueous layer was then extracted with ethyl acetate (1 x) and the combined organic layers were dried (Na2SO4) and evaporated under reduced pressure to give a yellow oil, which was purified by silica-gel...